Dataset: the Open Reaction Database (ORD), a public repository of structured organic reaction records. Task: describe an organic reaction: reactants, conditions, products, and yield Reactants: O=C1NNC(N1CCCCNC(OC(C)(C)C)=O)=O (tert-butyl 4-(3,5-dioxo-1,2,4-triazolidin-4-yl)butylcarbamate), Cl (HCl), O1CCOCC1 (dioxane). Solvent: C(Cl)Cl (CH2Cl2). Reaction conditions: time 4 hour. Yields the product Cl.NCCCCN1C(NNC1=O)=O (4-(4-aminobutyl)-1,2,4-triazolidine-3,5-dione hydrochloride). RXN SMILES: [O:1]=[C:2]1[N:6]([CH2:7][CH2:8][CH2:9][CH2:10][NH:11]C(=O)OC(C)(C)C)[C:5](=[O:19])[NH:4][NH:3]1.[ClH:20].O1CCOCC1>C(Cl)Cl>[ClH:20].[NH2:11][CH2:10][CH2:9][CH2:8][CH2:7][N:6]1[C:2](=[O:1])[NH:3][NH:4][C:5]1=[O:19] |f:4.5|. Reported procedure: To tert-butyl 4-(3,5-dioxo-1,2,4-triazolidin-4-yl)butylcarbamate (I-8b: 590 mg, 2.167 mmol) in CH2Cl2 (10.800 mL) was added HCl in dioxane (5.42 mL, 21.67 mmol) dropwise. The mixture was stirred at room temperature for 4 h, then concentrated and dried on pump, giving 4-(4-aminobutyl)-1,2,4-triazolidine-3,5-dione hydrochloride (I-14a: 461 mg, quantitative) as a beige solid. 1H NMR (400 MHz, dmso-d6) δ ppm 1.41-1.71 (m, 4 H) 2.68-2.87 (m, 2 H) 3.37 (t, J=6.44 Hz, 2 H) 7.86 (br. s., 2 H) 10.13 (s, ... Reactants: ClC=1C=CC2=C(C1)C1(NCCN1)S2 (4-chlorobenzothietane-2-spiro-2'-imidazolidine), ClC1=CC=C(CCl)C=C1 (p-chlorobenzyl chloride). Run in CO (methanol). Yields the product Cl.ClC1=CC=C(CSC2=C(C=C(C=C2)Cl)C=2NCCN2)C=C1 (2-[2'-(4"-chlorobenzylthio)-5'-chlorophenyl]-imidazoline hydrochloride). RXN SMILES: [Cl:1][C:2]1[CH:3]=[CH:4][C:5]2[S:13][C:8]3([NH:12][CH2:11][CH2:10][NH:9]3)[C:6]=2[CH:7]=1.[Cl:14][C:15]1[CH:22]=[CH:21][C:18]([CH2:19]Cl)=[CH:17][CH:16]=1>CO>[ClH:1].[Cl:14][C:15]1[CH:22]=[CH:21][C:18]([CH2:19][S:13][C:5]2[CH:4]=[CH:3][C:2]([Cl:1])=[CH:7][C:6]=2[C:8]2[NH:12][CH2:11][CH2:10][N:9]=2)=[CH:17][CH:16]=1 |f:3.4|. Procedure: 53 Parts of 4-chlorobenzothietane-2-spiro-2'-imidazolidine is reacted with 40 parts of p-chlorobenzyl chloride in 500 parts of methanol as described in Example 11. The yield is 84 parts (91% of theory) and the melting point is 248° to 250° C.). Reactants: C, Cc1ccc(S(=O)(=O)OC2CCN(Cc3ccccc3)C2)cc1, CCO, Cl, [H][H], [Pd]. Product: Cl, Cc1ccc(S(=O)(=O)OC2CCNC2)cc1. RXN SMILES: [C:27].[CH2:1]([c:2]1[cH:3][cH:4][cH:5][cH:6][cH:7]1)[N:8]1[CH2:9][CH:10]([O:13][S:14](=[O:15])(=[O:16])[c:17]2[cH:18][cH:19][c:20]([CH3:23])[cH:21][cH:22]2)[CH2:11][CH2:12]1.[CH3:29][CH2:30][OH:31].[ClH:24].[H:25][H:26].[Pd:28]>>[ClH:24].[NH:8]1[CH2:9][CH:10]([O:13][S:14](=[O:15])(=[O:16])[c:17]2[cH:18][cH:19][c:20]([CH3:23])[cH:21][cH:22]2)[CH2:11][CH2:12]1. Starting materials: BrC=1C=CC(=C(N)C1)Cl (5-bromo-2-chloroaniline), [H-].[Na+] (sodium hydride), ice water, COC1=CC=C(CCl)C=C1 (4-methoxybenzyl chloride). The solvent is C1CCOC1 (THF), C1CCOC1 (THF). Run at temperature 0 celsius, time 30 minute. Product: BrC=1C=CC(=C(N(CC2=CC=C(C=C2)OC)CC2=CC=C(C=C2)OC)C1)Cl (5-Bromo-2-chloro-N,N-bis(4-methoxybenzyl)aniline). RXN SMILES: [H-].[Na+].[Br:3][C:4]1[CH:5]=[CH:6][C:7]([Cl:11])=[C:8]([CH:10]=1)[NH2:9].[CH3:12][O:13][C:14]1[CH:21]=[CH:20][C:17]([CH2:18]Cl)=[CH:16][CH:15]=1>C1COCC1>[Br:3][C:4]1[CH:5]=[CH:6][C:7]([Cl:11])=[C:8]([CH:10]=1)[N:9]([CH2:18][C:17]1[CH:20]=[CH:21][C:14]([O:13][CH3:12])=[CH:15][CH:16]=1)[CH2:18][C:17]1[CH:20]=[CH:21][C:14]([O:13][CH3:12])=[CH:15][CH:16]=1 |f:0.1|. Procedure: Under argon, 5.07 g (126.93 mmol, 60%) of sodium hydride were suspended in 150 ml of THF, and the mixture was cooled to 0° C. 10.70 g (51.81 mmol) of 5-bromo-2-chloroaniline dissolved in 10 ml of THF were then slowly added dropwise, and the mixture was stirred at 0° C. for 30 min. 25 g (124.34 mmol) of 4-methoxybenzyl chloride were then added to the reaction mixture, and the mixture was subsequently warmed to room temperature. The mixture was stirred at RT for 2 h and then slowly poured onto 150... Reactants: BrC=1C=NC2=CC(=CC=C2C1)OC (3-bromo-7-methoxyquinoline), FC(CCC=O)(F)F (4,4,4-trifluorobutyraldehyde), BrC=1C=NC2=CC(=CC=C2C1)OC (3-bromo-7-methoxyquinoline), C(CCC)[Mg]Cl (BuMgCl), solution, [Li]CCCC (n-BuLi), solution. Run in C1(=CC=CC=C1)C (toluene), CCOCC (ether), hexanes, C1(=CC=CC=C1)C (toluene). Conditions: temperature -78 celsius, time 45 minute. Yields the product FC(CCC(O)C=1C=NC2=CC(=CC=C2C1)OC)(F)F ((1RS)-4,4,4-Trifluoro-1-(7-methoxyquinolin-3-yl)butan-1-ol). RXN SMILES: C([Mg]Cl)CCC.[Li]CCCC.Br[C:13]1[CH:14]=[N:15][C:16]2[C:21]([CH:22]=1)=[CH:20][CH:19]=[C:18]([O:23][CH3:24])[CH:17]=2.[F:25][C:26]([F:32])([F:31])[CH2:27][CH2:28][CH:29]=[O:30]>CCOCC.C1(C)C=CC=CC=1>[F:25][C:26]([F:32])([F:31])[CH2:27][CH2:28][CH:29]([C:13]1[CH:14]=[N:15][C:16]2[C:21]([CH:22]=1)=[CH:20][CH:19]=[C:18]([O:23][CH3:24])[CH:17]=2)[OH:30]. Procedure: BuMgCl (0.16 mL of a 2 M solution in ether, 0.32 mmol) was added to 1 mL of toluene at −10° C. n-BuLi (0.26 mL of a 2.5 M solution in hexanes, 0.64 mmol) was added dropwise and the reaction mixture was allowed to age at −10° C. for 45 min. A solution of 3-bromo-7-methoxyquinoline (200 mg,) in 1 mL of toluene was added at −20° C. After 1 h, the reaction mixture was cooled to −78° C. and 4,4,4-trifluorobutyraldehyde (0.16 mL, 1 mmol) was added and the reaction mixture was slowly allowed to warm to... The reactants are NC=1C(=C(C(=C(C(=O)Cl)C1I)I)C(=O)Cl)I (5-amino-2,4,6-triiodoisophthaloyl chloride), C(C)(C)C1OCC(CO1)C(=O)Cl (2-isopropyl-1,3-dioxane-5-carboxylic acid chloride). Run in CC(=O)N(C)C (DMAC). Conditions: time 4 day. Product: C(C)(C)C1OCC(CO1)C(=O)NC=1C(=C(C(=C(C(=O)Cl)C1I)I)C(=O)Cl)I (5-[2-isopropyl-1,3-dioxane-5-carboxamido]-2,4,6-triiodo-isophthaloyl dichloride). RXN SMILES: [NH2:1][C:2]1[C:3]([I:16])=[C:4]([C:13]([Cl:15])=[O:14])[C:5]([I:12])=[C:6]([C:10]=1[I:11])[C:7]([Cl:9])=[O:8].[CH:17]([CH:20]1[O:25][CH2:24][CH:23]([C:26](Cl)=[O:27])[CH2:22][O:21]1)([CH3:19])[CH3:18]>CC(N(C)C)=O>[CH:17]([CH:20]1[O:25][CH2:24][CH:23]([C:26]([NH:1][C:2]2[C:10]([I:11])=[C:6]([C:7]([Cl:9])=[O:8])[C:5]([I:12])=[C:4]([C:3]=2[I:16])[C:13]([Cl:15])=[O:14])=[O:27])[CH2:22][O:21]1)([CH3:19])[CH3:18]. Procedure details: 137 g of 5-amino-2,4,6-triiodoisophthaloyl chloride (0.23 mole) are dissolved in 460 ml of DMAC to which are added 110 g (0.57 mole) of 2-isopropyl-1,3-dioxane-5-carboxylic acid chloride. The reaction mixture is stirred under argon at ambient temperature for 4 days. The DMAC is removed in a vacuum. The oil obtained is extracted with 3 l of ethyl acetate and washed twice with 1 l of ice-cold water. The organic phase is dried and concentrated to dryness. The product is crystallized from 200 ml of ...